This data is from the Open Reaction Database (ORD), a public repository of structured organic reaction records. The task is: describe an organic reaction: reactants, conditions, products, and yield The reactants are C(C)(C)N1C(C(=CC2=CC=CC=C12)C(=O)Cl)=O (l-isopropyl-2-oxo-1,2-dihydro-3-quinolinecarbonyl chloride), C1=CC(=CC=C1[N+](=O)[O-])O (p-nitrophenol). The solvent is C1(=CC=CC=C1)C (toluene). Conditions: time 8 hour. Yields the product C(C)(C)N1C(C(=CC2=CC=CC=C12)C(=O)OC1=CC=C(C=C1)[N+](=O)[O-])=O (4-nitrophenyl 1-isopropyl-2-oxo-1,2-dihydro-3-quinolinecarboxylate). Isolated yield 40.2%. Reaction SMILES: [CH:1]([N:4]1[C:13]2[C:8](=[CH:9][CH:10]=[CH:11][CH:12]=2)[CH:7]=[C:6]([C:14](Cl)=[O:15])[C:5]1=[O:17])([CH3:3])[CH3:2].[CH:18]1[C:23]([N+:24]([O-:26])=[O:25])=[CH:22][CH:21]=[C:20]([OH:27])[CH:19]=1>C1(C)C=CC=CC=1>[CH:1]([N:4]1[C:13]2[C:8](=[CH:9][CH:10]=[CH:11][CH:12]=2)[CH:7]=[C:6]([C:14]([O:27][C:20]2[CH:19]=[CH:18][C:23]([N+:24]([O-:26])=[O:25])=[CH:22][CH:21]=2)=[O:15])[C:5]1=[O:17])([CH3:3])[CH3:2]. Reported procedure: To a solution of 1.0 g of l-isopropyl-2-oxo-1,2-dihydro-3-quinolinecarbonyl chloride in 30 ml of toluene was added 0.55 g of p-nitrophenol. The mixture was stirred overnight at room temperature. After solvent was distilled off, the residue was extracted with ether. The solvent was again distilled off. The resulting solid was washed with a small quantity of cold ether to give 0.56 g of 4-nitrophenyl 1-isopropyl-2-oxo-1,2-dihydro-3-quinolinecarboxylate. The reactants are FC1=CC=C(CN2C(=CC=3C2=NC=C(C3)S(=O)(=O)C)C3=NC=NC(=C3F)Cl)C=C1 (1-(4-fluorobenzyl)-5-methanesulfonyl-2-(6-chloro-5-fluoropyrimidin-4-yl)-1H-pyrrolo[2,3-b]pyridine), C(C)O (ethanol). The reagents and catalysts are [Pd] (palladium on carbon). Solvent: C(C)(=O)OCC (ethyl acetate). Run at temperature 22.5 celsius, time 1.5 hour. Yields the product FC1=CC=C(CN2C(=CC=3C2=NC=C(C3)S(=O)(=O)C)C3=NC=NC=C3F)C=C1 (1-(4-fluorobenzyl)-5-methanesulfonyl-2-(5-fluoropyrimidin-4-yl)-1H-pyrrolo[2,3-b]pyridine). Isolated yield 81.5%. As a reaction SMILES: [F:1][C:2]1[CH:29]=[CH:28][C:5]([CH2:6][N:7]2[C:11]3=[N:12][CH:13]=[C:14]([S:16]([CH3:19])(=[O:18])=[O:17])[CH:15]=[C:10]3[CH:9]=[C:8]2[C:20]2[C:25]([F:26])=[C:24](Cl)[N:23]=[CH:22][N:21]=2)=[CH:4][CH:3]=1.C(O)C>[Pd].C(OCC)(=O)C>[F:1][C:2]1[CH:3]=[CH:4][C:5]([CH2:6][N:7]2[C:11]3=[N:12][CH:13]=[C:14]([S:16]([CH3:19])(=[O:17])=[O:18])[CH:15]=[C:10]3[CH:9]=[C:8]2[C:20]2[C:25]([F:26])=[CH:24][N:23]=[CH:22][N:21]=2)=[CH:28][CH:29]=1. Reported procedure: A mixture of 1-(4-fluorobenzyl)-5-methanesulfonyl-2-(6-chloro-5-fluoropyrimidin-4-yl)-1H-pyrrolo[2,3-b]pyridine obtained in Example 36 (5) (12 mg), ethanol (1 ml), ethyl acetate (1 ml) and 10% palladium on carbon (10 mg) was stirred under hydrogen stream at 15 to 30° C. for 1.5 hour. The catalyst was filtered through Celite. The filtrate was concentrated under reduced pressure. The resulting residue was separated using silica gel column chromatography (methanol:dichloromethane=1:99) to obtain th... Starting materials: O=C1SC(C(N1)=O)CC1=CC=C(C=C1)C1=CC(=CC=C1)CN(C(OC(C)(C)C)=O)C (tert-butyl [4′-(2,4-dioxothiazolidin-5-ylmethyl)biphenyl-3-ylmethyl]methylcarbamate), FC(C(=O)O)(F)F (trifluoroacetic acid), C([O-])([O-])=O.[K+].[K+] (potassium carbonate). Solvent: ClCCl (dichloromethane). Reaction conditions: time 8 hour. The product is CNCC=1C=C(C=CC1)C1=CC=C(C=C1)CC1C(NC(S1)=O)=O (5-(3′-methylaminomethylbiphenyl-4-ylmethyl)thiazolidine-2,4-dione). Yield: 105.0%. As a reaction SMILES: [O:1]=[C:2]1[NH:6][C:5](=[O:7])[CH:4]([CH2:8][C:9]2[CH:14]=[CH:13][C:12]([C:15]3[CH:20]=[CH:19][CH:18]=[C:17]([CH2:21][N:22](C)[C:23](=O)OC(C)(C)C)[CH:16]=3)=[CH:11][CH:10]=2)[S:3]1.FC(F)(F)C(O)=O.C(=O)([O-])[O-].[K+].[K+]>ClCCl>[CH3:23][NH:22][CH2:21][C:17]1[CH:16]=[C:15]([C:12]2[CH:11]=[CH:10][C:9]([CH2:8][CH:4]3[S:3][C:2](=[O:1])[NH:6][C:5]3=[O:7])=[CH:14][CH:13]=2)[CH:20]=[CH:19][CH:18]=1 |f:2.3.4|. Procedure details: 18 g (42 mmol) of tert-butyl [4′-(2,4-dioxothiazolidin-5-ylmethyl)biphenyl-3-ylmethyl]methylcarbamate in 250 ml of dichloromethane are introduced into a round-bottomed flask and under a nitrogen stream, and 16 ml (208 mmol) of trifluoroacetic acid are added. The mixture is stirred at room temperature overnight and the reaction medium is hydrolysed with a saturated potassium carbonate solution. The mixture is extracted with dichloromethane, the organic phase decanted off, washed with water, dried... Starting materials: [H][H] (hydrogen), C1(=CC=CC=C1)C1=CC=C2C=CN=CC2=C1 (7-phenylisoquinoline), Cl (HCl). Reagents/catalysts: [Pt]=O (platinum oxide). Solvent: CO (methanol). The product is C1(=CC=CC=C1)C1=CC=C2CCNCC2=C1 (7-Phenyl-1,2,3,4-tetrahydroisoquinoline). RXN SMILES: [C:1]1([C:7]2[CH:16]=[C:15]3[C:10]([CH:11]=[CH:12][N:13]=[CH:14]3)=[CH:9][CH:8]=2)[CH:6]=[CH:5][CH:4]=[CH:3][CH:2]=1.Cl.[H][H]>CO.[Pt]=O>[C:1]1([C:7]2[CH:16]=[C:15]3[C:10]([CH2:11][CH2:12][NH:13][CH2:14]3)=[CH:9][CH:8]=2)[CH:2]=[CH:3][CH:4]=[CH:5][CH:6]=1. Procedure: To a solution of 7-phenylisoquinoline (1.25 g, 6.1 mmol)in methanol (50 ml) was added conc HCl (2 ml) and platinum oxide (100 mg). The reaction mixture was hydrogenated at 50 psi until no further uptake of hydrogen was observed. The catalyst was filtered off, washed with methanol. The filtrate was evaporated under reduced pressure to give a solid. The solid was partitioned between ethyl acetate and sodium carbonate solution. The aqueous solution was extracted with ethyl acetate (2×100 ml). The e... Reported procedure: 2-(1-Hexyn-1-yl)-N-methyl-N-(methyloxy)benzamide (158) (1.0 g, 4.08 mmol) was treated with benzylmagnesium chloride in THF at 0° C. to give 0.88 g (78%) of compound 171 as a yellow oil. 1H NMR (400 MHz, CDCl3): δ 0.93 (t, J=7.2 Hz, 3H), 1.40-1.53 (m, 2H), 1.56-1.65 (m, 2H), 2.45 (t, J=7.1 Hz, 2H), 4.43 (s, 2H), 7.20-7.26 (m, 4H), 7.27-7.36 (m, 2H), 7.34-7.39 (m, 1H), 7.45-7.52 (m, 2H). LCMS (ESI): m/z 277 (M+H)+. The solvent is C1CCOC1 (THF). The product is C(#CCCCC)C1=C(C=CC=C1)C(CC1=CC=CC=C1)=O (1-[2-(1-Hexyn-1-yl)phenyl]-2-phenylethanone). Yield: 78.0%. As a reaction SMILES: [C:1]([C:7]1[CH:18]=[CH:17][CH:16]=[CH:15][C:8]=1[C:9](N(C)OC)=[O:10])#[C:2][CH2:3][CH2:4][CH2:5][CH3:6].[CH2:19]([Mg]Cl)[C:20]1[CH:25]=[CH:24][CH:23]=[CH:22][CH:21]=1>C1COCC1>[C:1]([C:7]1[CH:18]=[CH:17][CH:16]=[CH:15][C:8]=1[C:9](=[O:10])[CH2:19][C:20]1[CH:25]=[CH:24][CH:23]=[CH:22][CH:21]=1)#[C:2][CH2:3][CH2:4][CH2:5][CH3:6]. Reactants: C(#CCCCC)C1=C(C(=O)N(OC)C)C=CC=C1 (2-(1-Hexyn-1-yl)-N-methyl-N-(methyloxy)benzamide), C(C1=CC=CC=C1)[Mg]Cl (benzylmagnesium chloride). The reactants are C[Si](N[Si](C)(C)C)(C)C.[Li] (lithiumhexamethyldisilazane), 15, C(C)OC(C1=CC(=C(C=C1)OCC1=CC=CC=C1)OCC1=CC=CC=C1)=O (Ethyl-3,4-dibenzyloxy-benzoate), CC(=O)C1=C(C=CC(=C1)O)O (2,5-dihydroxy acetophenone). Run in O1CCCC1 (tetrahydrofuran), ethyl-3,4-dibenzyloxy benzoate, O1CCCC1 (tetrahydrofuran), O1CCCC1 (tetrahydrofuran). The product is 18, C(C1=CC=CC=C1)OC=1C=C(C=CC1OCC1=CC=CC=C1)C(CC(=O)C1=C(C=CC(=C1)O)O)=O (1-(3,4-bis-benzyloxy-phenyl)-3-(2,5-dihydroxy-phenyl)-propane-1,3-dione). RXN SMILES: C[Si](C)(C)N[Si](C)(C)C.[Li].C([O:13][C:14](=O)[C:15]1[CH:20]=[CH:19][C:18]([O:21][CH2:22][C:23]2[CH:28]=[CH:27][CH:26]=[CH:25][CH:24]=2)=[C:17]([O:29][CH2:30][C:31]2[CH:36]=[CH:35][CH:34]=[CH:33][CH:32]=2)[CH:16]=1)C.[CH3:38][C:39]([C:41]1[CH:46]=[C:45]([OH:47])[CH:44]=[CH:43][C:42]=1[OH:48])=[O:40]>O1CCCC1>[CH2:30]([O:29][C:17]1[CH:16]=[C:15]([C:14](=[O:13])[CH2:38][C:39]([C:41]2[CH:46]=[C:45]([OH:47])[CH:44]=[CH:43][C:42]=2[OH:48])=[O:40])[CH:20]=[CH:19][C:18]=1[O:21][CH2:22][C:23]1[CH:24]=[CH:25][CH:26]=[CH:27][CH:28]=1)[C:31]1[CH:32]=[CH:33][CH:34]=[CH:35][CH:36]=1 |f:0.1,^1:9|. Procedure details: A solution of 20% lithiumhexamethyldisilazane in tetrahydrofuran (200.8 mL, 240 mmol), 2,5-dihydroxy acetophenone, 15 (9.12 g, 60 mmol) in tetrahydrofuran (150 mL) and ethyl-3,4-dibenzyloxy benzoate, 9 (21.7 g, 60 mmol) in tetrahydrofuran (100 mL) were reacted to afford 18, 1-(3,4-bis-benzyloxy-phenyl)-3-(2,5-dihydroxy-phenyl)-propane-1,3-dione (41 g), which was cyclized with Dowex-H+(12 g) in 2-propanol (300 mL) in a similar way as described for 22 to afford 24. Yield 12 g (44%); mp 196-197° C.... Starting materials: CCOC(=O)c1cc2cc(Oc3ccnc4cc(OC)c(OC)cc34)ccc2[nH]1, C1CCOC1, CO, [Na+], [OH-]. Product: COc1cc2nccc(Oc3ccc4[nH]c(C(=O)O)cc4c3)c2cc1OC. RXN SMILES: [CH2:1]([CH3:2])[O:3][C:4](=[O:5])[c:6]1[nH:7][c:8]2[cH:9][cH:10][c:11]([O:15][c:16]3[cH:17][cH:18][n:19][c:20]4[cH:21][c:22]([O:28][CH3:29])[c:23]([O:26][CH3:27])[cH:24][c:25]34)[cH:12][c:13]2[cH:14]1.[CH2:32]1[O:33][CH2:34][CH2:35][CH2:36]1.[CH3:37][OH:38].[Na+:31].[OH-:30]>>[O:3]=[C:4]([OH:5])[c:6]1[nH:7][c:8]2[cH:9][cH:10][c:11]([O:15][c:16]3[cH:17][cH:18][n:19][c:20]4[cH:21][c:22]([O:28][CH3:29])[c:23]([O:26][CH3:27])[cH:24][c:25]34)[cH:12][c:13]2[cH:14]1. Starting materials: FC1=CC=C(C(C=O)=C1)O (5-fluorosalicylaldehyde), C([O-])([O-])=O.[K+].[K+] (potassium carbonate), CN(C)C=O (DMF), C(C=C)Br (Allyl bromide). The solvent is O (water). Reaction conditions: time 8 hour. The product is C(C=C)OC1=C(C=O)C=C(C=C1)F (2-(allyloxy)-5-fluorobenzaldehyde). The yield is 90.4%. RXN SMILES: [F:1][C:2]1[CH:9]=[C:6]([CH:7]=[O:8])[C:5]([OH:10])=[CH:4][CH:3]=1.C(=O)([O-])[O-].[K+].[K+].CN(C=O)C.[CH2:22](Br)[CH:23]=[CH2:24]>O>[CH2:24]([O:10][C:5]1[CH:4]=[CH:3][C:2]([F:1])=[CH:9][C:6]=1[CH:7]=[O:8])[CH:23]=[CH2:22] |f:1.2.3|. Reported procedure: To a round bottom flask were added 5-fluorosalicylaldehyde (47c, 4.0 g, 28.5 mmol, 1.0 equiv.), potassium carbonate (4.92 g, 35.6 mmol, 1.25 equiv.), and DMF (20 mL). Allyl bromide (3.7 mL, 42.8 mmol, 1.5 equiv.) was added slowly to the mixture. The reaction mixture was stirred overnight at room temperature. The reaction mixture was diluted with water (50 mL) and extracted with ethyl acetate (3×50 mL). The combined organic layers were washed with water (2×25 mL), 0.1M KOH (2×25 mL), water (2×25 ...